This data is from the Open Reaction Database (ORD), a public repository of structured organic reaction records. The task is: describe an organic reaction: reactants, conditions, products, and yield Starting materials: CN1CCCC1=O, Clc1nccc(-c2cnc3ccccn23)n1, CS(=O)(=O)NC1CCC(N)CC1, O. The product is CS(=O)(=O)NC1CCC(Nc2nccc(-c3cnc4ccccn34)n2)CC1. As a reaction SMILES: [CH3:29][N:30]1[CH2:31][CH2:32][CH2:33][C:34]1=[O:35].[Cl:1][c:2]1[n:3][cH:4][cH:5][c:6](-[c:8]2[cH:9][n:10][c:11]3[n:12]2[cH:13][cH:14][cH:15][cH:16]3)[n:7]1.[NH2:17][CH:18]1[CH2:19][CH2:20][CH:21]([NH:24][S:25](=[O:26])(=[O:27])[CH3:28])[CH2:22][CH2:23]1.[OH2:36]>>[c:2]1([NH:17][CH:18]2[CH2:19][CH2:20][CH:21]([NH:24][S:25](=[O:26])(=[O:27])[CH3:28])[CH2:22][CH2:23]2)[n:3][cH:4][cH:5][c:6](-[c:8]2[cH:9][n:10][c:11]3[n:12]2[cH:13][cH:14][cH:15][cH:16]3)[n:7]1. Procedure details: A solution of 12.0 g of cyanuric chloride in 100 ml of xylene was added dropwise at 20°-25° C. to a solution of 54.0 g of 2,2,6,6-tetramethyl-4-(octadecylamino)piperidine in 200 ml of xylene. The resulting mixture was then heated under reflux for 8 hours, after which it was neutralised with an aqueous solution of potassium carbonate and then extracted with benzene. The extract was dried over anhydrous potassium carbonate and then the solvent was distilled off. The resulting residue was purified ... Starting materials: C([O-])([O-])=O.[K+].[K+] (potassium carbonate), N1=C(Cl)N=C(Cl)N=C1Cl (cyanuric chloride), CC1(NC(CC(C1)NCCCCCCCCCCCCCCCCCC)(C)C)C (2,2,6,6-tetramethyl-4-(octadecylamino)piperidine). RXN SMILES: [N:1]1[C:8](Cl)=[N:7][C:5](Cl)=[N:4][C:2]=1[Cl:3].[CH3:10][C:11]1([CH3:38])[CH2:16][CH:15]([NH:17][CH2:18][CH2:19][CH2:20][CH2:21][CH2:22][CH2:23][CH2:24][CH2:25][CH2:26][CH2:27][CH2:28][CH2:29][CH2:30][CH2:31][CH2:32][CH2:33][CH2:34][CH3:35])[CH2:14][C:13]([CH3:37])([CH3:36])[NH:12]1.C(=O)([O-])[O-].[K+].[K+]>C1(C)C(C)=CC=CC=1>[Cl:3][C:2]1[N:1]=[C:8]([N:17]([CH2:18][CH2:19][CH2:20][CH2:21][CH2:22][CH2:23][CH2:24][CH2:25][CH2:26][CH2:27][CH2:28][CH2:29][CH2:30][CH2:31][CH2:32][CH2:33][CH2:34][CH3:35])[CH:15]2[CH2:14][C:13]([CH3:37])([CH3:36])[NH:12][C:11]([CH3:38])([CH3:10])[CH2:16]2)[N:7]=[C:5]([N:17]([CH:15]2[CH2:16][C:11]([CH3:38])([CH3:10])[NH:12][C:13]([CH3:36])([CH3:37])[CH2:14]2)[CH2:18][CH2:19][CH2:20][CH2:21][CH2:22][CH2:23][CH2:24][CH2:25][CH2:26][CH2:27][CH2:28][CH2:29][CH2:30][CH2:31][CH2:32][CH2:33][CH2:34][CH3:35])[N:4]=1 |f:2.3.4|. Product: ClC1=NC(=NC(=N1)N(C1CC(NC(C1)(C)C)(C)C)CCCCCCCCCCCCCCCCCC)N(CCCCCCCCCCCCCCCCCC)C1CC(NC(C1)(C)C)(C)C (2-Chloro-4,6-bis[N-octadecyl-N-(2,2,6,6-tetramethyl-4-piperidyl)amino]-1,3,5-triazine). Run in C=1(C(=CC=CC1)C)C (xylene), C=1(C(=CC=CC1)C)C (xylene). Starting materials: COC=CCc1ccc(-c2ccc(Br)cc2)nc1, O=CCc1ccc(-c2ccc(Br)cc2)nc1. Yields the product O=CCCc1ccc(-c2ccc(Br)cc2)nc1. Reaction SMILES: [Br:17][c:18]1[cH:19][cH:20][c:21](-[c:24]2[n:25][cH:26][c:27]([CH2:30][CH:31]=[CH:32][O:33][CH3:34])[cH:28][cH:29]2)[cH:22][cH:23]1.[Br:1][c:2]1[cH:3][cH:4][c:5](-[c:6]2[cH:7][cH:8][c:9]([CH2:10][CH:11]=[O:12])[cH:13][n:14]2)[cH:15][cH:16]1>>[Br:17][c:18]1[cH:19][cH:20][c:21](-[c:24]2[n:25][cH:26][c:27]([CH2:30][CH2:31][CH:32]=[O:33])[cH:28][cH:29]2)[cH:22][cH:23]1. RXN SMILES: [Br-].OCCC[P+](C1C=CC=CC=1)(C1C=CC=CC=1)C1C=CC=CC=1.C[Si]([N-][Si](C)(C)C)(C)C.[Li+].[Cl:35][C:36]1[CH:37]=[C:38]2[C:42](=[CH:43][CH:44]=1)[N:41]([S:45]([C:48]1[CH:53]=[CH:52][C:51]([O:54][CH3:55])=[CH:50][C:49]=1[O:56][C:57]([F:60])([F:59])[F:58])(=[O:47])=[O:46])[C:40](=[O:61])[C:39]2([N:73]1[CH2:82][C@H:81]([OH:83])[CH2:80][C@H:74]1[C:75]([N:77]([CH3:79])[CH3:78])=[O:76])[C:62]1[CH:67]=[C:66]([CH2:68]C=O)[CH:65]=[CH:64][C:63]=1[O:71][CH3:72].[NH4+].[Cl-].[CH2:86]1[CH2:90][O:89][CH2:88][CH2:87]1>>[Cl:35][C:36]1[CH:37]=[C:38]2[C:42](=[CH:43][CH:44]=1)[N:41]([S:45]([C:48]1[CH:53]=[CH:52][C:51]([O:54][CH3:55])=[CH:50][C:49]=1[O:56][C:57]([F:60])([F:58])[F:59])(=[O:47])=[O:46])[C:40](=[O:61])[C:39]2([N:73]1[CH2:82][C@H:81]([OH:83])[CH2:80][C@H:74]1[C:75]([N:77]([CH3:79])[CH3:78])=[O:76])[C:62]1[CH:67]=[C:66]([CH2:68][CH:90]=[CH:86][CH2:87][CH2:88][OH:89])[CH:65]=[CH:64][C:63]=1[O:71][CH3:72] |f:0.1,2.3,5.6|. Reported procedure: Under nitrogen atmosphere, to a suspension of 497 mg of (3-hydroxy propyl)(triphenyl) phosphonium bromide in THF (5 ml) was added dropwise a solution of 1 mol/L lithium bis-(trimethylsilyl) amide in THF (1.43 ml) under ice cooling. After stirring at room temperature for one hour, the solution was cooled by ice, 300 mg of compound obtained in Example 219 in THF (5 ml) was added to a solution and the reaction mixture was stirred at room temperature for one hour. A saturated aqueous solution of NH4... Reactants: C[Si](C)(C)[N-][Si](C)(C)C.[Li+] (lithium bis-(trimethylsilyl) amide), C1CCOC1 (THF), ClC=1C=C2C(C(N(C2=CC1)S(=O)(=O)C1=C(C=C(C=C1)OC)OC(F)(F)F)=O)(C1=C(C=CC(=C1)CC=O)OC)N1[C@H](C(=O)N(C)C)C[C@H](C1)O ((4R)-1-(5-chloro-3-[2-methoxy-5-(2-oxo ethyl)phenyl]-1-{[4-methoxy-2-(trifluoromethoxy)phenyl]sulfonyl}-2-oxo-2,3-dihydro-1H-indol-3-yl)-4-hydroxy-N,N-dimethyl-L-prolinamide), C1CCOC1 (THF), [NH4+].[Cl-] (NH4Cl), [Br-].OCCC[P+](C1=CC=CC=C1)(C1=CC=CC=C1)C1=CC=CC=C1 ((3-hydroxy propyl)(triphenyl) phosphonium bromide), C1CCOC1 (THF). Reaction conditions: time 1 hour. Product: ClC=1C=C2C(C(N(C2=CC1)S(=O)(=O)C1=C(C=C(C=C1)OC)OC(F)(F)F)=O)(C1=C(C=CC(=C1)CC=CCCO)OC)N1[C@H](C(=O)N(C)C)C[C@H](C1)O ((4R)-1-(5-chloro-3-{5-[5-hydroxypenta-2-en-1-yl]-2-methoxyphenyl}-1-{[4-methoxy-2-(trifluoromethoxy)phenyl]sulfonyl}-2-oxo-2,3-dihydro-1H-indol-3-yl)-4-hydroxy-N,N-dimethyl-L-prolinamide). The reactants are ClCCCl, O=C(O)c1ccc(Cn2nc(C3CCCCC3)cc2-c2ccc(OC(F)(F)F)cc2)cc1, CCN(C(C)C)C(C)C, Cl, COC(=O)C(O)CN, CN(C)C=O, On1nnc2ccccc21. Product: COC(=O)C(O)CNC(=O)c1ccc(Cn2nc(C3CCCCC3)cc2-c2ccc(OC(F)(F)F)cc2)cc1. RXN SMILES: [CH2:66]([Cl:67])[CH2:68][Cl:69].[CH:1]1([c:7]2[n:8][n:9]([CH2:23][c:24]3[cH:25][cH:26][c:27]([C:28](=[O:29])[OH:30])[cH:31][cH:32]3)[c:10](-[c:12]3[cH:13][cH:14][c:15]([O:18][C:19]([F:20])([F:21])[F:22])[cH:16][cH:17]3)[cH:11]2)[CH2:2][CH2:3][CH2:4][CH2:5][CH2:6]1.[CH:52]([N:53]([CH2:54][CH3:55])[CH:56]([CH3:57])[CH3:58])([CH3:59])[CH3:60].[ClH:43].[NH2:44][CH2:45][CH:46]([C:47](=[O:48])[O:49][CH3:50])[OH:51].[O:61]=[CH:62][N:63]([CH3:64])[CH3:65].[OH:33][n:34]1[c:35]2[c:36]([cH:37][cH:38][cH:39][cH:40]2)[n:41][n:42]1>>[CH:1]1([c:7]2[n:8][n:9]([CH2:23][c:24]3[cH:25][cH:26][c:27]([C:28](=[O:29])[NH:44][CH2:45][CH:46]([C:47](=[O:48])[O:49][CH3:50])[OH:51])[cH:31][cH:32]3)[c:10](-[c:12]3[cH:13][cH:14][c:15]([O:18][C:19]([F:20])([F:21])[F:22])[cH:16][cH:17]3)[cH:11]2)[CH2:2][CH2:3][CH2:4][CH2:5][CH2:6]1. The reactants are COc1ccc(CNc2nc(C)cc(NCC3CCN(C(=O)OCc4ccccc4)CC3)n2)c(OC)c1, ClCCl, O=C(O)C(F)(F)F. Product: Cc1cc(NCC2CCN(C(=O)OCc3ccccc3)CC2)nc(N)n1. RXN SMILES: [CH2:1]([c:2]1[cH:3][cH:4][cH:5][cH:6][cH:7]1)[O:8][C:9](=[O:10])[N:11]1[CH2:12][CH2:13][CH:14]([CH2:17][NH:18][c:19]2[n:20][c:21]([NH:26][CH2:27][c:28]3[cH:29][cH:30][c:31]([O:32][CH3:33])[cH:34][c:35]3[O:36][CH3:37])[n:22][c:23]([CH3:25])[cH:24]2)[CH2:15][CH2:16]1.[Cl:45][CH2:46][Cl:47].[OH:38][C:39]([C:40]([F:41])([F:42])[F:43])=[O:44]>>[CH2:1]([c:2]1[cH:3][cH:4][cH:5][cH:6][cH:7]1)[O:8][C:9](=[O:10])[N:11]1[CH2:12][CH2:13][CH:14]([CH2:17][NH:18][c:19]2[n:20][c:21]([NH2:26])[n:22][c:23]([CH3:25])[cH:24]2)[CH2:15][CH2:16]1. Starting materials: Cc1cc2c(cc1Br)C(C)(C)C=CC2(C)C, [Na+], O, O=S([O-])O, c1ccncc1. Yields the product Cc1cc2c(cc1Br)C(C)(C)C(O)C(O)C2(C)C. RXN SMILES: [Br:1][c:2]1[cH:3][c:4]2[c:9]([cH:10][c:11]1[CH3:12])[C:8]([CH3:13])([CH3:14])[CH:7]=[CH:6][C:5]2([CH3:15])[CH3:16].[Na+:21].[OH2:22].[S:17]([O-:18])(=[O:19])[OH:20].[cH:23]1[cH:24][cH:25][n:26][cH:27][cH:28]1>>[Br:1][c:2]1[cH:3][c:4]2[c:9]([cH:10][c:11]1[CH3:12])[C:8]([CH3:13])([CH3:14])[CH:7]([OH:22])[CH:6]([OH:18])[C:5]2([CH3:15])[CH3:16].